This data is from the Open Reaction Database (ORD), a public repository of structured organic reaction records. The task is: describe an organic reaction: reactants, conditions, products, and yield Starting materials: ClC=1NC2=C(N1)C=CC=C2 (2-Chlorobenzimidazole), [N+](=O)([O-])C1=CC=C(C=C1)S (4-nitrothiophenol), C1CCC2=NCCCN2CC1 (DBU). Solvent: C(C)O (ethanol). Product: [N+](=O)([O-])C1=CC=C(C=C1)SC=1NC2=C(N1)C=CC=C2 (2-(4-nitrophenylthio)benzimidazole). Yield: 15.3%. Reaction SMILES: Cl[C:2]1[NH:3][C:4]2[CH:10]=[CH:9][CH:8]=[CH:7][C:5]=2[N:6]=1.[N+:11]([C:14]1[CH:19]=[CH:18][C:17]([SH:20])=[CH:16][CH:15]=1)([O-:13])=[O:12].C1CCN2C(=NCCC2)CC1>C(O)C>[N+:11]([C:14]1[CH:19]=[CH:18][C:17]([S:20][C:2]2[NH:3][C:4]3[CH:10]=[CH:9][CH:8]=[CH:7][C:5]=3[N:6]=2)=[CH:16][CH:15]=1)([O-:13])=[O:12]. Reported procedure: 2-Chlorobenzimidazole (0.033 moles, 5.0 g), 4-nitrothiophenol (0.033 moles, 4.14 g), and DBU (0.033 moles, 5.0 g) in 200 ml ethanol were heated at 55° C. for 3 hr. The reaction was concentrated, ethyl acetate added, washed with water, dried over sodium sulfate and the solvent removed. The solid was slurred in hexane to yield 2-(4-nitrophenylthio)benzimidazole 1.37 g, 15%. Mass Spec (FD) 271. Calculated for C13H8N3O2S: C, 57.55; H, 3.34; N, 15.49. Found: C, 57.50; H, 5.54; N, 15.23.